This data is from the Open Reaction Database (ORD), a public repository of structured organic reaction records. The task is: describe an organic reaction: reactants, conditions, products, and yield Reactants: C=CCSc1nc2c(=O)[nH]c(N)nc2n1C1OC(CO)C(O)C1O, C=CCBr. Yields the product CC=CCSc1nc2c(=O)[nH]c(N)nc2n1C1OC(CO)C(O)C1O. Reaction SMILES: [CH2:1]([CH:2]=[CH2:3])[S:4][c:5]1[n:6]([CH:7]2[CH:8]([OH:9])[CH:10]([OH:11])[CH:12]([CH2:13][OH:14])[O:15]2)[c:16]2[n:17][c:18]([NH2:24])[nH:19][c:20](=[O:23])[c:21]2[n:22]1.[CH2:25]([Br:26])[CH:27]=[CH2:28]>>[CH2:1]([CH:2]=[CH:3][CH3:25])[S:4][c:5]1[n:6]([CH:7]2[CH:8]([OH:9])[CH:10]([OH:11])[CH:12]([CH2:13][OH:14])[O:15]2)[c:16]2[n:17][c:18]([NH2:24])[nH:19][c:20](=[O:23])[c:21]2[n:22]1. RXN SMILES: [C:18](#[N:19])[c:20]1[cH:21][cH:22][c:23]([CH2:24][Br:25])[cH:26][cH:27]1.[CH2:28]1[O:29][CH2:30][CH2:31][CH2:32]1.[NH:1]1[CH2:2][CH2:3][C:4]2([NH:5][c:6]3[c:7]([cH:12][cH:13][cH:14][cH:15]3)[C:8](=[O:11])[CH2:9][CH2:10]2)[CH2:16][CH2:17]1>>[N:1]1([CH2:24][c:23]2[cH:22][cH:21][c:20]([C:18]#[N:19])[cH:27][cH:26]2)[CH2:2][CH2:3][C:4]2([NH:5][c:6]3[c:7]([cH:12][cH:13][cH:14][cH:15]3)[C:8](=[O:11])[CH2:9][CH2:10]2)[CH2:16][CH2:17]1. The product is N#Cc1ccc(CN2CCC3(CCC(=O)c4ccccc4N3)CC2)cc1. Reactants: N#Cc1ccc(CBr)cc1, C1CCOC1, O=C1CCC2(CCNCC2)Nc2ccccc21. The reactants are CC(=O)C1(C(=O)OC(C)(C)C)CC1, CO, [Cl-], N, N, [NH4+], N#C[Na], O. The product is CC(C)(C)OC(=O)C1(C(C)(N)C#N)CC1. Reaction SMILES: [C:1]([CH3:2])(=[O:3])[C:4]1([C:7](=[O:8])[O:9][C:10]([CH3:11])([CH3:12])[CH3:13])[CH2:5][CH2:6]1.[CH3:14][OH:15].[Cl-:17].[NH3:16].[NH3:23].[NH4+:18].[Na:19][C:20]#[N:21].[OH2:22]>>[C:1]([CH3:2])([C:4]1([C:7](=[O:8])[O:9][C:10]([CH3:11])([CH3:12])[CH3:13])[CH2:5][CH2:6]1)([NH2:16])[C:20]#[N:21]. Reactants: Br[Mg]c1ccccc1, O=CCc1ccc2cccnc2c1OCc1ccccc1, [O-][I+3]([O-])([O-])[O-], C1CCOC1. Product: OC(Cc1ccc2cccnc2c1OCc1ccccc1)c1ccccc1. RXN SMILES: [Br:27][Mg:28][c:29]1[cH:30][cH:31][cH:32][cH:33][cH:34]1.[CH2:6]([c:7]1[cH:8][cH:9][cH:10][cH:11][cH:12]1)[O:13][c:14]1[c:15]([CH2:24][CH:25]=[O:26])[cH:16][cH:17][c:18]2[cH:19][cH:20][cH:21][n:22][c:23]12.[O-:1][I+3:2]([O-:3])([O-:4])[O-:5].[O:35]1[CH2:36][CH2:37][CH2:38][CH2:39]1>>[CH2:6]([c:7]1[cH:8][cH:9][cH:10][cH:11][cH:12]1)[O:13][c:14]1[c:15]([CH2:24][CH:25]([OH:26])[c:29]2[cH:30][cH:31][cH:32][cH:33][cH:34]2)[cH:16][cH:17][c:18]2[cH:19][cH:20][cH:21][n:22][c:23]12.